This data is from the Open Reaction Database (ORD), a public repository of structured organic reaction records. The task is: describe an organic reaction: reactants, conditions, products, and yield Reactants: CCN(C(C)C)C(C)C (DIPEA), Cl.FC=1C=C(C=CC1C)NC(C(=O)O)C1=CC=CC=C1 ((3-Fluoro-4-methyl-phenylamino)-phenyl-acetic acid hydrochloride), 2-(1H-benzo[d][1,2,3]triazol-1-yl)-1,1,3,3-tetramethylisouronium hexafluorophosphate, C=1C=CC2=C(C1)N=NN2O (HOBT), N12C[C@@H](C(CC1)CC2)O ((R)-quinuclidin-3-ol). Reaction SMILES: Cl.[F:2][C:3]1[CH:4]=[C:5]([NH:10][CH:11]([C:15]2[CH:20]=[CH:19][CH:18]=[CH:17][CH:16]=2)[C:12]([OH:14])=[O:13])[CH:6]=[CH:7][C:8]=1[CH3:9].C1C=CC2N(O)N=NC=2C=1.CCN(C(C)C)C(C)C.[N:40]12[CH2:47][CH2:46][CH:43]([CH2:44][CH2:45]1)[C@@H:42](O)[CH2:41]2>C(#N)C>[N:40]12[CH2:47][CH2:46][CH:43]([CH2:44][CH2:45]1)[C@@H:42]([O:13][C:12](=[O:14])[CH:11]([NH:10][C:5]1[CH:6]=[CH:7][C:8]([CH3:9])=[C:3]([F:2])[CH:4]=1)[C:15]1[CH:16]=[CH:17][CH:18]=[CH:19][CH:20]=1)[CH2:41]2 |f:0.1|. Conditions: time 8 hour. Product: N12C[C@@H](C(CC1)CC2)OC(C(C2=CC=CC=C2)NC2=CC(=C(C=C2)C)F)=O ((3-fluoro-4-methyl-phenylamino)-phenyl-acetic acid (R)-(1-aza-bicyclo[2.2.2]oct-3-yl) ester). Isolated yield 100.5%. Run in C(C)#N (acetonitrile). Procedure details: (3-Fluoro-4-methyl-phenylamino)-phenyl-acetic acid hydrochloride (I48) (250 mg, 0.84 mmol), 2-(1H-benzo[d][1,2,3]triazol-1-yl)-1,1,3,3-tetramethylisouronium hexafluorophosphate (V) (321 mg, 0.84 mmol), and HOBT (129 mg, 0.84 mmol) are dissolved in acetonitrile (6 mL). DIPEA (0.29 mL, 1.69 mmol) is added, followed by (R)-quinuclidin-3-ol (215 mg, 1.69 mmol) and the resulting yellow solution is stirred at RT overnight (Conversion complete by UPLC/MS-UV). MeCN is evaporated, the residue is dissolve... The reactants are CCCCN=C=O, CN(C)C(=O)N1CCc2ccc(S(N)(=O)=O)cc2CC1. Yields the product CCCCNC(=O)NS(=O)(=O)c1ccc2c(c1)CCN(C(=O)N(C)C)CC2. Reaction SMILES: [CH2:21]([CH2:22][CH2:23][CH3:24])[N:25]=[C:26]=[O:27].[CH3:1][N:2]([C:3](=[O:4])[N:5]1[CH2:6][CH2:7][c:8]2[c:9]([cH:12][cH:13][c:14]([S:16](=[O:17])(=[O:18])[NH2:19])[cH:15]2)[CH2:10][CH2:11]1)[CH3:20]>>[CH3:1][N:2]([C:3](=[O:4])[N:5]1[CH2:6][CH2:7][c:8]2[c:9]([cH:12][cH:13][c:14]([S:16](=[O:17])(=[O:18])[NH:19][C:26]([NH:25][CH2:21][CH2:22][CH2:23][CH3:24])=[O:27])[cH:15]2)[CH2:10][CH2:11]1)[CH3:20].